From a dataset of the Open Reaction Database (ORD), a public repository of structured organic reaction records. describe an organic reaction: reactants, conditions, products, and yield Starting materials: C1CCOC1, CO, CC(C)(C)OC(=O)Nc1ccc(Oc2ccnc(N)c2[N+](=O)[O-])c2ccccc12. Yields the product CC(C)(C)OC(=O)Nc1ccc(Oc2ccnc(N)c2N)c2ccccc12. Reaction SMILES: [CH2:32]1[O:33][CH2:34][CH2:35][CH2:36]1.[CH3:30][OH:31].[NH2:1][c:2]1[n:3][cH:4][cH:5][c:6]([O:11][c:12]2[cH:13][cH:14][c:15]([NH:22][C:23]([O:24][C:25]([CH3:26])([CH3:27])[CH3:28])=[O:29])[c:16]3[cH:17][cH:18][cH:19][cH:20][c:21]23)[c:7]1[N+:8]([O-:9])=[O:10]>>[NH2:1][c:2]1[n:3][cH:4][cH:5][c:6]([O:11][c:12]2[cH:13][cH:14][c:15]([NH:22][C:23]([O:24][C:25]([CH3:26])([CH3:27])[CH3:28])=[O:29])[c:16]3[cH:17][cH:18][cH:19][cH:20][c:21]23)[c:7]1[NH2:8]. The reactants are CCO, Cc1cc2c(cc1C)C(CCOS(C)(=O)=O)N(c1ccc(F)cc1)C2=O, N#C[K], O. Yields the product Cc1cc2c(cc1C)C(CCC#N)N(c1ccc(F)cc1)C2=O. RXN SMILES: [CH3:1][CH2:2][OH:3].[CH3:4][c:5]1[cH:6][c:7]2[c:11]([cH:12][c:13]1[CH3:14])[C:10](=[O:15])[N:9]([c:16]1[cH:17][cH:18][c:19]([F:22])[cH:20][cH:21]1)[CH:8]2[CH2:23][CH2:24][O:25][S:26]([CH3:27])(=[O:28])=[O:29].[K:30][C:31]#[N:32].[OH2:33]>>[CH3:4][c:5]1[cH:6][c:7]2[c:11]([cH:12][c:13]1[CH3:14])[C:10](=[O:15])[N:9]([c:16]1[cH:17][cH:18][c:19]([F:22])[cH:20][cH:21]1)[CH:8]2[CH2:23][CH2:24][C:31]#[N:32]. Starting materials: C1CCOC1, CN, CS(=O)(=O)c1nccc(Oc2ccc3[nH]c(Nc4ccc(Cl)c(C(F)(F)F)c4)nc3c2)n1. Product: CNc1nccc(Oc2ccc3[nH]c(Nc4ccc(Cl)c(C(F)(F)F)c4)nc3c2)n1. RXN SMILES: [CH2:35]1[O:36][CH2:37][CH2:38][CH2:39]1.[CH3:33][NH2:34].[Cl:1][c:2]1[c:3]([C:29]([F:30])([F:31])[F:32])[cH:4][c:5]([NH:8][c:9]2[n:10][c:11]3[c:12]([nH:13]2)[cH:14][cH:15][c:16]([O:18][c:19]2[n:20][c:21]([S:25]([CH3:26])(=[O:27])=[O:28])[n:22][cH:23][cH:24]2)[cH:17]3)[cH:6][cH:7]1>>[Cl:1][c:2]1[c:3]([C:29]([F:30])([F:31])[F:32])[cH:4][c:5]([NH:8][c:9]2[n:10][c:11]3[c:12]([nH:13]2)[cH:14][cH:15][c:16]([O:18][c:19]2[n:20][c:21]([NH:34][CH3:33])[n:22][cH:23][cH:24]2)[cH:17]3)[cH:6][cH:7]1. Reaction SMILES: [CH3:42][CH2:43][OH:44].[Cl:2][c:3]1[c:4]([NH:26][C:27]([C:28]([C:29]([F:30])([F:31])[F:32])([CH3:33])[OH:34])=[O:35])[cH:5][cH:6][c:7]([S:12](=[O:13])(=[O:14])[c:15]2[cH:16][cH:17][c:18]([C:21]([N:22]([CH3:23])[CH3:24])=[O:25])[cH:19][cH:20]2)[c:8]1[N+:9]([O-:10])=[O:11].[ClH:1].[Fe:45].[Na+:40].[O-:36][C:37]([OH:38])=[O:39].[OH2:41]>>[Cl:2][c:3]1[c:4]([NH:26][C:27]([C:28]([C:29]([F:30])([F:31])[F:32])([CH3:33])[OH:34])=[O:35])[cH:5][cH:6][c:7]([S:12](=[O:13])(=[O:14])[c:15]2[cH:16][cH:17][c:18]([C:21]([N:22]([CH3:23])[CH3:24])=[O:25])[cH:19][cH:20]2)[c:8]1[NH2:9]. Product: CN(C)C(=O)c1ccc(S(=O)(=O)c2ccc(NC(=O)C(C)(O)C(F)(F)F)c(Cl)c2N)cc1. Reactants: CCO, CN(C)C(=O)c1ccc(S(=O)(=O)c2ccc(NC(=O)C(C)(O)C(F)(F)F)c(Cl)c2[N+](=O)[O-])cc1, Cl, [Fe], [Na+], O=C([O-])O, O. The reactants are CCOCC, CC(=O)C=O, CCOC(=O)N1CCC(N)CC1. Product: CCOC(=O)N1CCC(N=CC(C)=O)CC1. RXN SMILES: [CH3:18][CH2:19][O:20][CH2:21][CH3:22].[CH:1]([C:2](=[O:3])[CH3:4])=[O:5].[NH2:6][CH:7]1[CH2:8][CH2:9][N:10]([C:13](=[O:14])[O:15][CH2:16][CH3:17])[CH2:11][CH2:12]1>>[CH:1]([C:2](=[O:3])[CH3:4])=[N:6][CH:7]1[CH2:8][CH2:9][N:10]([C:13](=[O:14])[O:15][CH2:16][CH3:17])[CH2:11][CH2:12]1. The reactants are O=[N+]([O-])c1cccc(Br)c1CBr, [K+], CC(=O)[O-], CN(C)C=O. Yields the product CC(=O)OCc1c(Br)cccc1[N+](=O)[O-]. RXN SMILES: [Br:1][c:2]1[c:3]([CH2:11][Br:12])[c:4]([N+:8](=[O:9])[O-:10])[cH:5][cH:6][cH:7]1.[K+:17].[O-:13][C:14](=[O:15])[CH3:16].[O:18]=[CH:19][N:20]([CH3:21])[CH3:22]>>[Br:1][c:2]1[c:3]([CH2:11][O:15][C:14](=[O:13])[CH3:16])[c:4]([N+:8](=[O:9])[O-:10])[cH:5][cH:6][cH:7]1.